This data is from the Open Reaction Database (ORD), a public repository of structured organic reaction records. The task is: describe an organic reaction: reactants, conditions, products, and yield Reactants: CC1=C(C(C(=C(C1=O)C)C)=O)C(CCCCCC(=O)NCC(=O)OCC1=CC=CC=C1)C1=CC=CC=C1 (Benzyl 7-(3,5,6-trimethyl-1,4-benzoquinon-2-yl)-7-phenylheptanoylglycinate). The reagents and catalysts are [Pd] (palladium-charcoal). Solvent: C(C)O (ethanol). Product: CC1=C(C(C(=C(C1=O)C)C)=O)C(CCCCCC(=O)NCC(=O)O)C1=CC=CC=C1 (7-(3,5,6-trimethyl-1,4-benzoquinon-2-yl)-7-phenylheptanoylglycine). Yield: 98.5%. Reaction SMILES: [CH3:1][C:2]1[C:7](=[O:8])[C:6]([CH3:9])=[C:5]([CH3:10])[C:4](=[O:11])[C:3]=1[CH:12]([C:32]1[CH:37]=[CH:36][CH:35]=[CH:34][CH:33]=1)[CH2:13][CH2:14][CH2:15][CH2:16][CH2:17][C:18]([NH:20][CH2:21][C:22]([O:24]CC1C=CC=CC=1)=[O:23])=[O:19]>C(O)C.[Pd]>[CH3:1][C:2]1[C:7](=[O:8])[C:6]([CH3:9])=[C:5]([CH3:10])[C:4](=[O:11])[C:3]=1[CH:12]([C:32]1[CH:37]=[CH:36][CH:35]=[CH:34][CH:33]=1)[CH2:13][CH2:14][CH2:15][CH2:16][CH2:17][C:18]([NH:20][CH2:21][C:22]([OH:24])=[O:23])=[O:19]. Procedure details: Benzyl 7-(3,5,6-trimethyl-1,4-benzoquinon-2-yl)-7-phenylheptanoylglycinate (0.78 g) in ethanol (8 ml) was hydrogenated in the presence of 5% palladium-charcoal (0.08 g) at room temperature. After the reaction was completed, the catalyst was removed by filtration. The solution was treated with ferric chloride (0.51 g) in water (5 ml) at room temperature for 20 min. with stirring. The reaction mixture was worked up in the usual manner. The product was recrystallized from ethylacetate to give 7-(3,...